Dataset: the Open Reaction Database (ORD), a public repository of structured organic reaction records. Task: describe an organic reaction: reactants, conditions, products, and yield Reactants: CCOC(=O)c1cc(=O)c2c(CC)cc(Cl)cc2[nH]1, Cl, CN(C)C=O. Yields the product CCc1cc(Cl)cc2[nH]c(C(=O)O)cc(=O)c12. Reaction SMILES: [Cl:1][c:2]1[cH:3][c:4]([CH2:18][CH3:19])[c:5]2[c:6](=[O:17])[cH:7][c:8]([C:12](=[O:13])[O:14][CH2:15][CH3:16])[nH:9][c:10]2[cH:11]1.[ClH:20].[O:21]=[CH:22][N:23]([CH3:24])[CH3:25]>>[Cl:1][c:2]1[cH:3][c:4]([CH2:18][CH3:19])[c:5]2[c:6](=[O:17])[cH:7][c:8]([C:12](=[O:13])[OH:14])[nH:9][c:10]2[cH:11]1. The reactants are Cc1cc(C)c2oc(=O)n(CC(=O)OC(C)(C)C)c2c1, Cc1ccccc1, ClCCl. Yields the product Cc1cc(C)c2oc(=O)n(CC(=O)O)c2c1. RXN SMILES: [CH3:1][c:2]1[cH:3][c:4]([CH3:20])[c:5]2[c:6]([n:7]([CH2:11][C:12](=[O:13])[O:14][C:15]([CH3:16])([CH3:17])[CH3:18])[c:8](=[O:10])[o:9]2)[cH:19]1.[CH3:21][c:22]1[cH:23][cH:24][cH:25][cH:26][cH:27]1.[Cl:28][CH2:29][Cl:30]>>[CH3:1][c:2]1[cH:3][c:4]([CH3:20])[c:5]2[c:6]([n:7]([CH2:11][C:12](=[O:13])[OH:14])[c:8](=[O:10])[o:9]2)[cH:19]1. Isolated yield 197.1%. Reaction SMILES: [Cl:1][C:2]1[CH:7]=[C:6]([Cl:8])[CH:5]=[CH:4][C:3]=1[C:9]1[C:14]2=[N:15][N:16]([CH3:18])[CH:17]=[C:13]2[CH:12]=[CH:11][N:10]=1.Cl>C(OCC)C>[ClH:1].[Cl:1][C:2]1[CH:7]=[C:6]([Cl:8])[CH:5]=[CH:4][C:3]=1[C:9]1[C:14]2=[N:15][N:16]([CH3:18])[CH:17]=[C:13]2[CH:12]=[CH:11][N:10]=1 |f:3.4|. Yields the product Cl.ClC1=C(C=CC(=C1)Cl)C1=NC=CC=2C1=NN(C2)C (7-(2,4-dichloro-phenyl)-2-methyl-2H-pyrazolo[3,4-c]pyridine hydrochloride). Run in C(C)OCC (diethyl ether), CCOCC (ether). Starting materials: ClC1=C(C=CC(=C1)Cl)C1=NC=CC=2C1=NN(C2)C (7-(2,4-dichloro-phenyl)-2-methyl-2H-pyrazolo[3,4-c]pyridine), solution, Cl (HCl). Reported procedure: To a solution of 7-(2,4-dichloro-phenyl)-2-methyl-2H-pyrazolo[3,4-c]pyridine (0.029 g, 0.10 mmol) in 1 mL of diethyl ether was added 0.100 mL of a 2 M solution of HCl in ether. The resulting white suspension was stirred for 15 m then concentrated to afford 0.031 g of 7-(2,4-dichloro-phenyl)-2-methyl-2H-pyrazolo[3,4-c]pyridine hydrochloride (32 HCl) as an off-white solid: m.p. 191-196.